From a dataset of the Open Reaction Database (ORD), a public repository of structured organic reaction records. describe an organic reaction: reactants, conditions, products, and yield Starting materials: C(C=CC1=CC=CC=C1)=O (cinnamaldehyde), C(#N)C1=C(C(=O)C(=C(C1=O)Cl)Cl)C#N (DDQ), COCCO (2-methoxyethanol). Solvent: C1(=CC=CC=C1)C (toluene). Yields the product C(C=CC1=CC=CC=C1)(=O)OCCOC (2-Methoxyethyl cinnamate). Yield: 93.0%. RXN SMILES: [CH:1](=[O:10])[CH:2]=[CH:3][C:4]1[CH:9]=[CH:8][CH:7]=[CH:6][CH:5]=1.C(C1C(=O)C(Cl)=C(Cl)C(=O)C=1C#N)#N.[CH3:25][O:26][CH2:27][CH2:28][OH:29]>C1(C)C=CC=CC=1>[C:1]([O:29][CH2:28][CH2:27][O:26][CH3:25])(=[O:10])[CH:2]=[CH:3][C:4]1[CH:9]=[CH:8][CH:7]=[CH:6][CH:5]=1. Reported procedure: A homogeneous mixture containing cinnamaldehyde (7.5 mmol), DDQ (11.3 mmol), 2-methoxyethanol (25 mL) and toluene (10 mL) is taken in a round bottom flask and catalytic amount of basic alumina (0.1 g) is added to it. The mixture is refluxed for 6 hrs under Dean Stark apparatus. After completion of the reaction (observed by TLC and by GC analysis), the reaction mixture is filtered and washed with ethylacetate (5 ml×2). Concentrate the filtrate under reduced pressure and the crude product thus obt... The reactants are NC1=CC(=NN1C1=C(SC(=C1C)C)F)O (5-amino-1-(2-fluoro-4-methyl-5-methylthiophenyl)-3-hydroxypyrazole), C(C)(=O)Cl (acetyl chloride). Run in C1(=CC=CC=C1)C (toluene). Conditions: time 30 minute. Yields the product C(C)(=O)NC1=CC(=NN1C1=C(SC(=C1C)C)F)O (5-acetylamino-1-(2-fluoro-4-methyl-5-methylthiophenyl)-3-hydroxypyrazole). RXN SMILES: [NH2:1][C:2]1[N:6]([C:7]2[C:11]([CH3:12])=[C:10]([CH3:13])[S:9][C:8]=2[F:14])[N:5]=[C:4]([OH:15])[CH:3]=1.[C:16](Cl)(=[O:18])[CH3:17]>C1(C)C=CC=CC=1>[C:16]([NH:1][C:2]1[N:6]([C:7]2[C:11]([CH3:12])=[C:10]([CH3:13])[S:9][C:8]=2[F:14])[N:5]=[C:4]([OH:15])[CH:3]=1)(=[O:18])[CH3:17]. Procedure details: Then, the obtained pyrazole derivative was dissolved in 50 mL of toluene, and to this solution, 6.0 g of acetyl chloride was added, followed by reflux with heating for 12 hours. After cooling to room temperature, the solvent was distilled off under reduced pressure, the residue was dissolved in 30 mL of ethanol, and 20 mL of a 25mass % ammonia water was added, followed by stirring at room temperature for 30minutes. The solvent was distilled off under reduced pressure, and the obtained solid was ... The reactants are ClC(Cl)Cl, C=CC(C)(O)c1ccc(-c2ccc(F)cc2)cc1, N, [Na], O. Yields the product CC(O)(CCN)c1ccc(-c2ccc(F)cc2)cc1. Reaction SMILES: [CH:22]([Cl:23])([Cl:24])[Cl:25].[F:1][c:2]1[cH:3][cH:4][c:5](-[c:8]2[cH:9][cH:10][c:11]([C:14]([CH:15]=[CH2:16])([CH3:17])[OH:18])[cH:12][cH:13]2)[cH:6][cH:7]1.[NH3:19].[Na:20].[OH2:21]>>[F:1][c:2]1[cH:3][cH:4][c:5](-[c:8]2[cH:9][cH:10][c:11]([C:14]([CH2:15][CH2:16][NH2:19])([CH3:17])[OH:18])[cH:12][cH:13]2)[cH:6][cH:7]1. Starting materials: BrCC=C(C)C (1-bromo-3-methyl-2-butene), [Cl-].[NH4+] (ammonium chloride), O=C1CNCC2=C(N1CCC1=CC=CC=C1)SC1=C2CCN(C1)C(=O)[O-] (1,2,3,4,5,6,7,9-octahydro-2-oxo-1-(2-phenylethyl)-8H-pyrido[4′,3′:4,5]thieno[2,3-e]-1,4-diazepine-8-carboxylate), [H-].[Na+] (Sodium hydride). Product: ClC1=C(C=CC=C1)C1C2=C(N(C(CN1CC=C(C)C)=O)CCC1=CC=CC=C1)SC1=C2CCN(C1)C(=O)OC(C)(C)C (t-butyl 5-(2-chlorophenyl)-1,2,3,4,5,6,7,9-octahydro-4-(3-methyl-2-butenyl)-2-oxo-1-(2-phenyl-ethyl)-8H-pyrido[4′,3′:4,5]thieno[2,3-e]-1,4-diazepine-8-carboxylate), powder. Conditions: temperature 60 celsius, time 3 hour. The yield is 79.0%. Solvent: C(C)(=O)OCC (ethyl acetate). Reaction SMILES: [O:1]=[C:2]1[N:8]([CH2:9][CH2:10][C:11]2[CH:16]=[CH:15][CH:14]=[CH:13][CH:12]=2)[C:7]2[S:17][C:18]3[CH2:23][N:22]([C:24]([O-:26])=[O:25])[CH2:21][CH2:20][C:19]=3[C:6]=2[CH2:5][NH:4][CH2:3]1.[H-].[Na+].Br[CH2:30][CH:31]=[C:32]([CH3:34])[CH3:33].[Cl-:35].[NH4+]>C(OCC)(=O)C>[Cl:35][C:11]1[CH:16]=[CH:15][CH:14]=[CH:13][C:12]=1[CH:5]1[N:4]([CH2:30][CH:31]=[C:32]([CH3:34])[CH3:33])[CH2:3][C:2](=[O:1])[N:8]([CH2:9][CH2:10][C:11]2[CH:16]=[CH:15][CH:14]=[CH:13][CH:12]=2)[C:7]2[S:17][C:18]3[CH2:23][N:22]([C:24]([O:26][C:6]([CH3:19])([CH3:7])[CH3:5])=[O:25])[CH2:21][CH2:20][C:19]=3[C:6]1=2 |f:1.2,4.5|. Reported procedure: 0.5 g of t-butyl 5-2-chlorophenyl)-1,2,3,4,5,6,7,9-octahydro-2-oxo-1-(2-phenylethyl)-8H-pyrido[4′,3′:4,5]thieno[2,3-e]-1,4-diazepine-8-carboxylate (1 mmol) is dissolved in anhydrous tetrahydrofuiran (20 ml). Sodium hydride dispersed at 60% (0.028 g, 1.1 mmol) is added by portions. The reaction meum is left until release ends then 1-bromo-3-methyl-2-butene (0.125 ml, 1.1 Immol) is added dropwise. Agitation is carried out for 3 hours at 23° C. and the reaction medium is heated all night at 60° C. ... Reaction SMILES: CCC1C=CC(CC[O:11]C2C=CC(CC3SC(=O)NC3=O)=CC=2)=NC=1.Cl.C(O)[C@H]1[O:33][C@H:32]([O:34][C@]2(CO)O[C@H](CO)[C@@H](O)[C@@H]2O)[C@H:31]([OH:46])[C@@H:30]([OH:47])[C@@H:29]1[OH:48]>>[C:32]([OH:33])(=[O:34])[CH:31]([CH:30]([C:29]([OH:48])=[O:11])[OH:47])[OH:46] |f:0.1|. Procedure: Compound A (24.8 g), sucrose (Osaka-Toka. Co., Ltd., 28.7 g), crystalline cellulose (Avicel PH-101, Asahi Kasei Corporation, 8.0 g) and L-HPC (LH-31, Shin-Etsu Chemical Co., Ltd., 12.5 g) were thoroughly mixed to give a dusting powder. Tartaric acid crystal (Wako Pure Chemical Industries, Ltd.) was sieved with a round sieve to give tartaric acid crystal on 30 mesh (aperture 0.50 mm). The tartaric acid crystal (150 g) was fed into a centrifugal fluidized-bed granulator (CF-mini, Freund Corporatio... Product: C(C(O)C(O)C(=O)O)(=O)O (tartaric acid). Starting materials: CCC=1C=CC(=NC1)CCOC=2C=CC(=CC2)CC3C(=O)NC(=O)S3.Cl (Pioglitazone hydrochloride), C([C@@H]1[C@H]([C@@H]([C@H]([C@H](O1)O[C@]2([C@H]([C@@H]([C@H](O2)CO)O)O)CO)O)O)O)O (sucrose), cellulose. The reactants are C1(=CC=CC=C1)C1=NNC=C(C1=O)C1=CC=CC=C1 (3,5-diphenyl-4(1H)-pyridazinone), [H-].[Na+] (NaH), C(C)I (ethyl iodide). Run in CN(C=O)C (dimethylformamide). Conditions: time 30 minute. The product is C(C)N1N=C(C(C(=C1)C1=CC=CC=C1)=O)C1=CC=CC=C1 (1-ethyl-3,5-diphenyl-4(1H)-pyridazinone). Reaction SMILES: [C:1]1([C:7]2[C:12](=[O:13])[C:11]([C:14]3[CH:19]=[CH:18][CH:17]=[CH:16][CH:15]=3)=[CH:10][NH:9][N:8]=2)[CH:6]=[CH:5][CH:4]=[CH:3][CH:2]=1.[H-].[Na+].[CH2:22](I)[CH3:23]>CN(C)C=O>[CH2:22]([N:9]1[CH:10]=[C:11]([C:14]2[CH:15]=[CH:16][CH:17]=[CH:18][CH:19]=2)[C:12](=[O:13])[C:7]([C:1]2[CH:2]=[CH:3][CH:4]=[CH:5][CH:6]=2)=[N:8]1)[CH3:23] |f:1.2|. Procedure details: A 1 g. portion of the product of Example 2 was suspended in 40 ml. of dimethylformamide, the suspension was cooled under nitrogen to 0°-5° C., and an 0.3 g. portion of 50% NaH in oil was added. The reaction mixture was stirred for 30 minutes, and 3 ml. of ethyl iodide was added. The mixture was stirred at 0°-5° C. for 24 hours, and the mixture was then filtered to separate the precipitated product. The dried product was 1.0 g. of 1-ethyl-3,5-diphenyl-4(1H)-pyridazinone, m.p. 124°-25° C., which w... Reactants: ice water, [Na] (sodium), C(C)OC=C(C(=O)OCC)C(=O)OCC (diethyl ethoxymethylenemalonate), Cl.C(C)SC1=C(C(=N)N)C=CC=C1 (2-Ethylthiobenzamidine hydrochloride), ice water, C(C)(=O)O (acetic acid). Solvent: C(C)O (ethanol), C(C)O (ethanol). Yields the product O=C1C(=CN=C(N1)C1=C(C=CC=C1)SCC)C(=O)OCC (Ethyl 1,6-Dihydro-6-oxo-2-(2-ethylthiophenyl)-pyrimidine-5-carboxylate). Yield: 67.0%. Reaction SMILES: Cl.[CH2:2]([S:4][C:5]1[CH:13]=[CH:12][CH:11]=[CH:10][C:6]=1[C:7]([NH2:9])=[NH:8])[CH3:3].[Na].C([O:17][CH:18]=[C:19]([C:25](OCC)=O)[C:20]([O:22][CH2:23][CH3:24])=[O:21])C.C(O)(=O)C>C(O)C>[O:17]=[C:18]1[NH:9][C:7]([C:6]2[CH:10]=[CH:11][CH:12]=[CH:13][C:5]=2[S:4][CH2:2][CH3:3])=[N:8][CH:25]=[C:19]1[C:20]([O:22][CH2:23][CH3:24])=[O:21] |f:0.1,^1:13|. Procedure: 2-Ethylthiobenzamidine hydrochloride (2.12 g., 10.0 mmoles) was added to a cooled (ice-water) solution of sodium (0.46 g., 20 mg.-atoms) in ethanol (12 ml.). To this mixture was added a solution of diethyl ethoxymethylenemalonate (2.16 g., 10.0 mmoles) in ethanol (4 ml.). The mixture was heated under reflux for 3.5 hours. The cooled mixture was poured into ice-water (400 ml.) and acidified to pH 6 with glacial acetic acid. The precipitate was collected and recrystallized from acetonitrile to giv...